This data is from the Open Reaction Database (ORD), a public repository of structured organic reaction records. The task is: describe an organic reaction: reactants, conditions, products, and yield Reactants: C([O-])(O)=O.[Na+] (sodium bicarbonate), C(C)(=O)OCC.ClCCl (ethyl acetate dichloromethane), ClC=1C=C(C(=O)OO)C=CC1 (m-chloroperoxybenzoic acid), COC1=CC=C(C=C1)C1=NSC(=N1)SN (3-(4-methoxyphenyl)-1,2,4-thiadiazole-5-sulfenamide), ice methanol. The solvent is COCCOC (1,2-dimethoxyethane), COCCOC (DME). Conditions: time 8 hour. Yields the product COC1=CC=C(C=C1)C1=NSC(=N1)S(=O)N (3-(4-Methoxyphenyl)-1,2,4-thiadiazole-5-sulfinamide). Yield: 9.2%. Reaction SMILES: ClC1C=C(C=CC=1)C(OO)=[O:6].[CH3:12][O:13][C:14]1[CH:19]=[CH:18][C:17]([C:20]2[N:24]=[C:23]([S:25][NH2:26])[S:22][N:21]=2)=[CH:16][CH:15]=1.C(=O)(O)[O-].[Na+].C(OCC)(=O)C.ClCCl>COCCOC>[CH3:12][O:13][C:14]1[CH:15]=[CH:16][C:17]([C:20]2[N:24]=[C:23]([S:25]([NH2:26])=[O:6])[S:22][N:21]=2)=[CH:18][CH:19]=1 |f:2.3,4.5|. Procedure: A solution of 23.9 g of 85% m-chloroperoxybenzoic acid in 125 ml of 1,2-dimethoxyethane (DME hereafter) was added dropwise over 1 hour to a solution of 14 g of 3-(4-methoxyphenyl)-1,2,4-thiadiazole-5-sulfenamide in 300 ml of DME at -5° (ice/methanol bath). The resulting solution was stirred at room temperature overnight. Concentration gave a solid mass which was stirred for 2 hours with 300 ml of saturated sodium bicarbonate solution, collected, washed with water and dried to give 14.8 g of crud... Reaction SMILES: [CH:1]1([C:6]2[CH:7]=[C:8]3[N:13]([CH:14]=2)[CH2:12][CH2:11][CH2:10][CH2:9]3)[CH2:5][CH2:4][CH2:3][CH2:2]1.C1(C)C=CC=CC=1.[C:22](Cl)(=[O:26])[C:23]([Cl:25])=[O:24]>C1COCC1>[CH:1]1([C:6]2[CH:7]=[C:8]3[N:13]([C:14]=2[C:22](=[O:26])[C:23]([Cl:25])=[O:24])[CH2:12][CH2:11][CH2:10][CH2:9]3)[CH2:2][CH2:3][CH2:4][CH2:5]1. The yield is 87.3%. Reaction conditions: temperature 0 celsius, time 30 minute. The reactants are C1(=CC=CC=C1)C (toluene), C1(CCCC1)C=1C=C2CCCCN2C1 (2-Cyclopentyl-5,6,7,8-tetrahydro-indolizine), C(C(=O)Cl)(=O)Cl (Oxalyl chloride). Product: C1(CCCC1)C=1C=C2CCCCN2C1C(C(=O)Cl)=O ((2-cyclopentyl-5,6,7,8-tetrahydro-indolizin-3-yl)-oxo-acetyl chloride). Run in C1CCOC1 (THF). Reported procedure: 2-Cyclopentyl-5,6,7,8-tetrahydro-indolizine (0.24 g, 1.27 mmol) was dissolved in THF (1 mL) and toluene (1.5 mL) and cooled to 0° C. Oxalyl chloride (0.14 mL, 1.52 mmol) was added dropwise and the mixture was stirred at 0° C. for 30 min, then at room temperature for 1 hour. Concentration in vacuo afforded (2-cyclopentyl-5,6,7,8-tetrahydro-indolizin-3-yl)-oxo-acetyl chloride (0.31 g, 88%) as a semi-solid. The reactants are BrC1=CC=C(C=C1)C(CCBr)Cl (1-bromo-4-(3-bromo-1-chloropropyl)benzene), ClC=1C=C(C=C(C1)Cl)N1C(N(CC1=O)C)=O (3-(3,5-dichlorophenyl)-1-methylimidazolidine-2,4-dione). Yields the product BrC1=CC=C(C=C1)[C@@H]1CC[C@@]12N(C(N(C2=O)C2=CC(=CC(=C2)Cl)Cl)=O)C ((1S*,4R*)-1-(4-Bromophenyl)-7-(3,5-dichlorophenyl)-5-methyl-5,7-diazaspiro[3.4]octane-6,8-dione). RXN SMILES: [Br:1][C:2]1[CH:7]=[CH:6][C:5]([CH:8](Cl)[CH2:9][CH2:10]Br)=[CH:4][CH:3]=1.[Cl:13][C:14]1[CH:15]=[C:16]([N:21]2[C:25](=[O:26])[CH2:24][N:23]([CH3:27])[C:22]2=[O:28])[CH:17]=[C:18]([Cl:20])[CH:19]=1>>[Br:1][C:2]1[CH:7]=[CH:6][C:5]([C@H:8]2[C@@:24]3([C:25](=[O:26])[N:21]([C:16]4[CH:17]=[C:18]([Cl:20])[CH:19]=[C:14]([Cl:13])[CH:15]=4)[C:22](=[O:28])[N:23]3[CH3:27])[CH2:10][CH2:9]2)=[CH:4][CH:3]=1. Procedure: Using the same procedure as in Example 1 starting from 1-bromo-4-(3-bromo-1-chloropropyl)benzene (Preparation 7) and 3-(3,5-dichlorophenyl)-1-methylimidazolidine-2,4-dione, the above titled compound was obtained after reverse phase HPLC purification (gradient from CH3CN/H2O/TFA: 5/95/0.05 to CH3CN/H2O/TFA: 80/20/0.05). 1H NMR (CDCl3): 7.44 (2H, d, J=8.4 Hz), 7.25 (1H, m), 6.95-7 (4H, m), 4.05 (1H, t, J=10.1 Hz), 3.22 (3H, s), 2.65-2.85 (1H, br q), 2.4-2.65 (2H, m), 2.1-2.3 (1H, br q). The reactants are CC1=C(N=C(O1)C1=CC=CC=C1)COC1=CC=C(CON)C=C1 (4-(5-methyl-2-phenyl-4-oxazolylmethoxy)benzyloxyamine), O=C(CCCCC(=O)OCC)C1=CC=CC=C1 (ethyl 6-oxo-6-phenylhexanoate), C(C)(=O)O (acetic acid), C(C)(=O)[O-].[Na+] (sodium acetate). Run in O (Water), C(C)(=O)OCC.CCCCCC (ethyl acetate hexane), C(C)O (ethanol). Yields the product CC1=C(N=C(O1)C1=CC=CC=C1)COC1=CC=C(CO\N=C(/CCCCC(=O)OCC)\C2=CC=CC=C2)C=C1 (ethyl E-6-[4-(5-methyl-2-phenyl-4-oxazolylmethoxy)benzyloxyimino]-6-phenylhexanoate). The yield is 73.1%. Reaction SMILES: [CH3:1][C:2]1[O:6][C:5]([C:7]2[CH:12]=[CH:11][CH:10]=[CH:9][CH:8]=2)=[N:4][C:3]=1[CH2:13][O:14][C:15]1[CH:23]=[CH:22][C:18]([CH2:19][O:20][NH2:21])=[CH:17][CH:16]=1.O=[C:25]([C:35]1[CH:40]=[CH:39][CH:38]=[CH:37][CH:36]=1)[CH2:26][CH2:27][CH2:28][CH2:29][C:30]([O:32][CH2:33][CH3:34])=[O:31].C(O)(=O)C.C([O-])(=O)C.[Na+]>C(OCC)(=O)C.CCCCCC.O.C(O)C>[CH3:1][C:2]1[O:6][C:5]([C:7]2[CH:8]=[CH:9][CH:10]=[CH:11][CH:12]=2)=[N:4][C:3]=1[CH2:13][O:14][C:15]1[CH:16]=[CH:17][C:18]([CH2:19][O:20]/[N:21]=[C:25](/[C:35]2[CH:36]=[CH:37][CH:38]=[CH:39][CH:40]=2)\[CH2:26][CH2:27][CH2:28][CH2:29][C:30]([O:32][CH2:33][CH3:34])=[O:31])=[CH:22][CH:23]=1 |f:3.4,5.6|. Procedure details: After a mixture of 4-(5-methyl-2-phenyl-4-oxazolylmethoxy)benzyloxyamine (500 mg), ethyl 6-oxo-6-phenylhexanoate (415 mg), acetic acid (0.276 ml), sodium acetate (264 mg) and ethanol (20 ml) was heated to reflux for 13 hours, the mixture was cooled to room temperature. Water was added to the reaction mixture and extracted with ethyl acetate. The ethyl acetate layer was washed with an aqueous saturated solution of sodium chloride, dried (MgSO4) and concentrated. The residue was subjected to silic... Starting materials: CCCCCCCCC(=O)Cl, Nc1ccc(C(=O)CCC(=O)O)cc1. Yields the product CCCCCCCCC(=O)Nc1ccc(C(=O)CCC(=O)O)cc1. Reaction SMILES: [C:1]([CH2:2][CH2:3][CH2:4][CH2:5][CH2:6][CH2:7][CH2:8][CH3:9])(=[O:10])[Cl:11].[NH2:12][c:13]1[cH:14][cH:15][c:16]([C:19]([CH2:20][CH2:21][C:22](=[O:23])[OH:24])=[O:25])[cH:17][cH:18]1>>[C:1]([CH2:2][CH2:3][CH2:4][CH2:5][CH2:6][CH2:7][CH2:8][CH3:9])(=[O:10])[NH:12][c:13]1[cH:14][cH:15][c:16]([C:19]([CH2:20][CH2:21][C:22](=[O:23])[OH:24])=[O:25])[cH:17][cH:18]1. Starting materials: ice water, CC1=C(C(=CC=C1)C)OC (2,6-dimethylanisole), [Cl-].[Al+3].[Cl-].[Cl-] (aluminum chloride), O (water), C(CC)(=O)Cl (propionyl chloride). Solvent: C(Cl)Cl (methylene chloride). Conditions: time 1 hour. The product is CC1=C(C(=CC(=C1)C(CC)=O)C)OC (2,6-dimethyl-4-propionylanisole). The yield is 97.4%. RXN SMILES: [CH3:1][C:2]1[CH:7]=[CH:6][CH:5]=[C:4]([CH3:8])[C:3]=1[O:9][CH3:10].[Cl-].[Al+3].[Cl-].[Cl-].O.[C:16](Cl)(=[O:19])[CH2:17][CH3:18]>C(Cl)Cl>[CH3:1][C:2]1[CH:7]=[C:6]([C:16](=[O:19])[CH2:17][CH3:18])[CH:5]=[C:4]([CH3:8])[C:3]=1[O:9][CH3:10] |f:1.2.3.4|. Procedure: 13.6 g of 2,6-dimethylanisole was dissolved in 30 ml of methylene chloride, and 16 g of anhydrous aluminum chloride was added. Then, with water cooling, 11 g of propionyl chloride was added dropwise. The mixture was stirred at room temperature for 1 hour. The reaction mixture was poured into ice water, and the organic layer was separated and washed with water. The solvent was evaporated to give 18.7 g of 2,6-dimethyl-4-propionylanisole. Procedure details: In a solution of 3 g of 6-pentyloxyheptanol in 10 ml of pyridine, 3.4 g of p-toluenesulfonyl chloride was added in 30 min. at 0°-5° C. After the addition, the mixture was stirred for 5 hours at an increased temperature of 20°-25° C. After the reaction, the mixture was poured in cold water, acidified with 6N-hydrochloric acid and extracted with ethyl acetate. The extract was washed with water and dried with anhydrous MgSO4, followed by distilling-off of the ethyl acetate to obtain 4.36 g of 6-pen... Reaction SMILES: [CH2:1]([O:6][CH:7]([CH3:14])[CH2:8][CH2:9][CH2:10][CH2:11][CH2:12][OH:13])[CH2:2][CH2:3][CH2:4][CH3:5].[C:15]1([CH3:25])[CH:20]=[CH:19][C:18]([S:21](Cl)(=[O:23])=[O:22])=[CH:17][CH:16]=1.Cl>N1C=CC=CC=1.O>[C:15]1([CH3:25])[CH:20]=[CH:19][C:18]([S:21]([O:13][CH2:12][CH2:11][CH2:10][CH2:9][CH2:8][CH:7]([O:6][CH2:1][CH2:2][CH2:3][CH2:4][CH3:5])[CH3:14])(=[O:23])=[O:22])=[CH:17][CH:16]=1. The product is C1(=CC=C(C=C1)S(=O)(=O)OCCCCCC(C)OCCCCC)C (6-pentyloxyheptyl p-toluenesulfonate). Starting materials: C(CCCC)OC(CCCCCO)C (6-pentyloxyheptanol), C1(=CC=C(C=C1)S(=O)(=O)Cl)C (p-toluenesulfonyl chloride), Cl (hydrochloric acid). Solvent: O (water), N1=CC=CC=C1 (pyridine). Yield: 82.5%. Run at time 5 hour. The reactants are [Na] (sodium), CC1=CC=C(C=C1)S(=O)(=O)NCCCCN(CCCCCCCN(CCCCNS(=O)(=O)C1=CC=C(C=C1)C)S(=O)(=O)C1=CC=C(C=C1)C)S(=O)(=O)C1=CC=C(C=C1)C (1,6,14,19-tetra[(4-methylphenyl)sulfonyl]-1,6,14,19-tetraazanonadecane), N (ammonia), [Cl-].[NH4+] (ammonium chloride), [Na] (sodium), N (ammonia). Yields the product NCCCCNCCCCCCCNCCCCN (1,6,14,19-Tetraazanonadecane). Reaction SMILES: CC1C=CC(S([NH:11][CH2:12][CH2:13][CH2:14][CH2:15][N:16](S(C2C=CC(C)=CC=2)(=O)=O)[CH2:17][CH2:18][CH2:19][CH2:20][CH2:21][CH2:22][CH2:23][N:24](S(C2C=CC(C)=CC=2)(=O)=O)[CH2:25][CH2:26][CH2:27][CH2:28][NH:29]S(C2C=CC(C)=CC=2)(=O)=O)(=O)=O)=CC=1.N.[Na].[Cl-].[NH4+]>>[NH2:29][CH2:28][CH2:27][CH2:26][CH2:25][NH:24][CH2:23][CH2:22][CH2:21][CH2:20][CH2:19][CH2:18][CH2:17][NH:16][CH2:15][CH2:14][CH2:13][CH2:12][NH2:11] |f:3.4,^1:60|. Reported procedure: Mix 1,6,14,19-tetra[(4-methylphenyl)sulfonyl]-1,6,14,19-tetraazanonadecane (3.9 g, 4 mmol) in dry liquid ammonia (25 mL) at -40° C. Add small pieces of sodium until a permanent blue color remains. Discharge the excess sodium with saturated ammonium chloride. Allow the ammonia to evaporate spontaneously and partition the residue between ethyl acetate and water. Separate the organic phase, dry (MgSO4) and evaporate the solvent in vacuo. Purify by silica gel chromatography to give the title compoun...